Dataset: the Open Reaction Database (ORD), a public repository of structured organic reaction records. Task: describe an organic reaction: reactants, conditions, products, and yield Starting materials: C(Br)(Br)(Br)Br (carbon tetrabromide), C1(=CC=CC=C1)C(=NNC(C(CCO)C)=O)C1=CC=CC=C1 (N′-(diphenylmethylene)-4-hydroxy-2-methylbutane hydrazide), C1(=CC=CC=C1)P(C1=CC=CC=C1)C1=CC=CC=C1 (triphenylphosphane). Solvent: ClCCl (dichloromethane). Run at temperature 0 celsius, time 1 hour. Yields the product BrCCC(C(=O)NN=C(C1=CC=CC=C1)C1=CC=CC=C1)C (4-Bromo-N′-(diphenylmethylene)-2-methylbutane hydrazide). Reaction SMILES: [C:1]([Br:5])(Br)(Br)Br.[C:6]1([C:12]([C:22]2[CH:27]=[CH:26][CH:25]=[CH:24][CH:23]=2)=[N:13][NH:14][C:15](=[O:21])[CH:16]([CH3:20])[CH2:17]CO)[CH:11]=[CH:10][CH:9]=[CH:8][CH:7]=1.C1(P(C2C=CC=CC=2)C2C=CC=CC=2)C=CC=CC=1>ClCCl>[Br:5][CH2:1][CH2:17][CH:16]([CH3:20])[C:15]([NH:14][N:13]=[C:12]([C:22]1[CH:27]=[CH:26][CH:25]=[CH:24][CH:23]=1)[C:6]1[CH:7]=[CH:8][CH:9]=[CH:10][CH:11]=1)=[O:21]. Procedure: At 0° C., 8.1 g (24.3 mmol) of carbon tetrabromide are added to a solution of 6.0 g (20.2 mmol) of N′-(diphenylmethylene)-4-hydroxy-2-methylbutane hydrazide and 6.3 g (24.3 mmol) of triphenylphosphane in 150 ml of dichloromethane. The reaction mixture is stirred at 0° C. for 1 h and then concentrated and purified by column chromatography on silica gel (cyclohexane/ethyl acetate). This gives 2.7 g (37%) of the desired product; (log P(HCOOH): 3.76); 1H-NMR (ppm): δ (DMSO-d6)=1.12 (d, 3H), 1.79-1.8... Reactants: CCO, [Na+], [OH-], O=C1NC(Cc2cccc(OC(F)(F)C(F)F)c2)C(c2ccc(Oc3ccccc3)cc2)O1. Yields the product NC(Cc1cccc(OC(F)(F)C(F)F)c1)C(O)c1ccc(Oc2ccccc2)cc1. As a reaction SMILES: [CH3:36][CH2:37][OH:38].[Na+:35].[OH-:34].[c:1]1([O:7][c:8]2[cH:9][cH:10][c:11]([CH:14]3[CH:15]([CH2:20][c:21]4[cH:22][c:23]([O:27][C:28]([CH:29]([F:30])[F:31])([F:32])[F:33])[cH:24][cH:25][cH:26]4)[NH:16][C:17](=[O:19])[O:18]3)[cH:12][cH:13]2)[cH:2][cH:3][cH:4][cH:5][cH:6]1>>[c:1]1([O:7][c:8]2[cH:9][cH:10][c:11]([CH:14]([CH:15]([NH2:16])[CH2:20][c:21]3[cH:22][c:23]([O:27][C:28]([CH:29]([F:30])[F:31])([F:32])[F:33])[cH:24][cH:25][cH:26]3)[OH:18])[cH:12][cH:13]2)[cH:2][cH:3][cH:4][cH:5][cH:6]1. Starting materials: CCOC(=O)C(O)CCCCC1CCN(C(=O)OCc2ccccc2)CC1, CS(=O)(=O)Cl, O, c1ccncc1. Yields the product CCOC(=O)C(CCCCC1CCN(C(=O)OCc2ccccc2)CC1)OS(C)(=O)=O. RXN SMILES: [CH2:1]([c:2]1[cH:3][cH:4][cH:5][cH:6][cH:7]1)[O:8][C:9](=[O:10])[N:11]1[CH2:12][CH2:13][CH:14]([CH2:17][CH2:18][CH2:19][CH2:20][CH:21]([C:22](=[O:23])[O:24][CH2:25][CH3:26])[OH:27])[CH2:15][CH2:16]1.[CH3:28][S:29]([Cl:30])(=[O:31])=[O:32].[OH2:33].[cH:34]1[cH:35][cH:36][n:37][cH:38][cH:39]1>>[CH2:1]([c:2]1[cH:3][cH:4][cH:5][cH:6][cH:7]1)[O:8][C:9](=[O:10])[N:11]1[CH2:12][CH2:13][CH:14]([CH2:17][CH2:18][CH2:19][CH2:20][CH:21]([C:22](=[O:23])[O:24][CH2:25][CH3:26])[O:27][S:29]([CH3:28])(=[O:31])=[O:32])[CH2:15][CH2:16]1. The reactants are C(C)OC(=O)C=1C(C2=C(N=C(N=C2)S(=O)(=O)C)N(C1)C=1C=C2CCCC2=CC1)=O (8-Indan-5-yl-2-methanesulfonyl-5-oxo-5,8-dihydro-pyrido[2,3-d]pyrimidine-6-carboxylic acid ethyl ester), OC(=O)C(F)(F)F.OC(=O)C(F)(F)F.NC1=CC=C(C=C1)C1CCN(CC1)C(CN(C)C)=O (1-[4-(4-amino-phenyl)-piperidin-1-yl]-2-dimethylamino-ethanone di-TFA salt), TEA. Solvent: CC(C)O (i-PrOH). Run at temperature 90 celsius, time 3 hour. Yields the product C(C)OC(=O)C=1C(C2=C(N=C(N=C2)NC2=CC=C(C=C2)C2CCN(CC2)C(CN(C)C)=O)N(C1)C=1C=C2CCCC2=CC1)=O (2-{4-[1-(2-Dimethylamino-acetyl)-piperidin-4-yl]-phenylamino}-8-indan-5-yl-5-oxo-5,8-dihydro-pyrido[2,3-d]pyrimidine-6-carboxylic acid ethyl ester). Isolated yield 80.7%. RXN SMILES: [CH2:1]([O:3][C:4]([C:6]1[C:7](=[O:29])[C:8]2[CH:13]=[N:12][C:11](S(C)(=O)=O)=[N:10][C:9]=2[N:18]([C:20]2[CH:21]=[C:22]3[C:26](=[CH:27][CH:28]=2)[CH2:25][CH2:24][CH2:23]3)[CH:19]=1)=[O:5])[CH3:2].OC(C(F)(F)F)=O.OC(C(F)(F)F)=O.[NH2:44][C:45]1[CH:50]=[CH:49][C:48]([CH:51]2[CH2:56][CH2:55][N:54]([C:57](=[O:62])[CH2:58][N:59]([CH3:61])[CH3:60])[CH2:53][CH2:52]2)=[CH:47][CH:46]=1>CC(O)C>[CH2:1]([O:3][C:4]([C:6]1[C:7](=[O:29])[C:8]2[CH:13]=[N:12][C:11]([NH:44][C:45]3[CH:50]=[CH:49][C:48]([CH:51]4[CH2:52][CH2:53][N:54]([C:57](=[O:62])[CH2:58][N:59]([CH3:60])[CH3:61])[CH2:55][CH2:56]4)=[CH:47][CH:46]=3)=[N:10][C:9]=2[N:18]([C:20]2[CH:21]=[C:22]3[C:26](=[CH:27][CH:28]=2)[CH2:25][CH2:24][CH2:23]3)[CH:19]=1)=[O:5])[CH3:2] |f:1.2.3|. Procedure details: 8-Indan-5-yl-2-methanesulfonyl-5-oxo-5,8-dihydro-pyrido[2,3-d]pyrimidine-6-carboxylic acid ethyl ester (20.5 mg, 0.050 mmol) and 1-[4-(4-amino-phenyl)-piperidin-1-yl]-2-dimethylamino-ethanone di-TFA salt (24 mg g, 0.050 mmol) were combined in i-PrOH (1 mL) and TEA (10.6 mg, 0.11 mmol) was added and the mixture was heated to 90° C. After 3 h, the reaction mixture was concentrated and purified by preparative HPLC (30 mL/min 5-100% MeCN/1120 gradient over 10 min) and lyophilized to provide 24 mg (8... Starting materials: [Mg] (magnesium), BrCCBr (1,2-dibromoethane), 33.4, 0C, 9, C(C)OC(C)OCCCCCCBr (1-(1-Ethoxyethoxy)-6-bromohexane), BrCC(=C)Br (1,2-dibromoprop-2-ene). Solvent: C1CCOC1 (THF), C1CCOC1 (THF). Run at temperature 45 celsius, time 20 minute. Yields the product C(C)OC(C)OCCCCCCCC(=C)Br (9-(1-Ethoxyethoxy)-2-bromonon-1-ene). As a reaction SMILES: [Mg].BrCCBr.[CH2:6]([O:8][CH:9]([O:11][CH2:12][CH2:13][CH2:14][CH2:15][CH2:16][CH2:17]Br)[CH3:10])[CH3:7].Br[CH2:20][C:21]([Br:23])=[CH2:22]>C1COCC1>[CH2:6]([O:8][CH:9]([O:11][CH2:12][CH2:13][CH2:14][CH2:15][CH2:16][CH2:17][CH2:22][C:21]([Br:23])=[CH2:20])[CH3:10])[CH3:7]. Procedure: A slurry of 5.6 g of magnesium turnings (230 mmol) in 100 ml of THF was treated with a small amount of 1,2-dibromoethane. 1-(1-Ethoxyethoxy)-6-bromohexane (38.5 g, 152 mmol) was fed slowly to the reaction mixture, maintaining the temperature at 40-50° C. At the end of the addition the reaction mixture was held 20 minutes, then transferred by cannula to solution of 33.4 9 (167 mmol) of 1,2-dibromoprop-2-ene in 25 ml of THF at 0C. The reaction mixture was stirred at 0° C. for 15 minutes, then stir...